From a dataset of the Open Reaction Database (ORD), a public repository of structured organic reaction records. describe an organic reaction: reactants, conditions, products, and yield Reactants: ClCCl, O=C(O)C(F)(F)F, CS(=O)(=O)c1cccc(-c2ccc3c(c2)c(-c2nc4ccccc4[nH]2)nn3C2CCCCO2)c1. Product: CS(=O)(=O)c1cccc(-c2ccc3[nH]nc(-c4nc5ccccc5[nH]4)c3c2)c1. RXN SMILES: [Cl:42][CH2:43][Cl:44].[F:1][C:2]([F:3])([F:4])[C:5]([OH:6])=[O:7].[nH:8]1[c:9](-[c:17]2[n:18][n:19]([CH:36]3[CH2:37][CH2:38][CH2:39][CH2:40][O:41]3)[c:20]3[cH:21][cH:22][c:23](-[c:26]4[cH:27][c:28]([S:32](=[O:33])(=[O:34])[CH3:35])[cH:29][cH:30][cH:31]4)[cH:24][c:25]23)[n:10][c:11]2[c:12]1[cH:13][cH:14][cH:15][cH:16]2>>[n:8]1[c:9](-[c:17]2[n:18][nH:19][c:20]3[cH:21][cH:22][c:23](-[c:26]4[cH:27][c:28]([S:32](=[O:33])(=[O:34])[CH3:35])[cH:29][cH:30][cH:31]4)[cH:24][c:25]23)[nH:10][c:11]2[c:12]1[cH:13][cH:14][cH:15][cH:16]2. The reactants are ClC=1C=C(C=CC1Cl)[C@]1(CN(CC1)C(C1=CC(=C(C(=C1)OC)OC)OC)=O)CCCS(=O)(=O)[O-] ((S)-2-[3-(3,4-dichloro-phenyl)-1-(3,4,5-trimethoxy-benzoyl)-pyrrolidin-3-yl]-ethyl-methanesulfonate), Cl.N1(CCCC1)C(=O)N.C1(=CC=CC=C1)C1(CCNCC1)C(=O)O (4-phenyl-piperidine-4-carboxylic acid pyrrolidine-amide hydrochloride). The solvent is CO.ClCCl (methanol dichloromethane), CO.ClCCl (methanol dichloromethane), CO.ClCCl (methanol dichloromethane), CO.ClCCl (methanol dichloromethane). Yields the product N1(CCCC1)C(=O)N.ClC=1C=C(C=CC1Cl)[C@@]1(CN(CC1)C(C1=CC(=C(C(=C1)OC)OC)OC)=O)CCN1CCC(CC1)(C(=O)O)C1=CC=CC=C1 ((R)-1-[2-[3-(3,4-dichloro-phenyl)-1-(3,4,5-trimethoxy-benzoyl)-pyrrolidin-3-yl]-ethyl]-4-phenyl-piperidine-4-carboxylic acid pyrrolidine-amide). Reaction SMILES: [Cl:1][C:2]1[CH:3]=[C:4]([C@:9]2([CH2:28][CH2:29]CS([O-])(=O)=O)[CH2:13][CH2:12][N:11]([C:14](=[O:27])[C:15]3[CH:20]=[C:19]([O:21][CH3:22])[C:18]([O:23][CH3:24])=[C:17]([O:25][CH3:26])[CH:16]=3)[CH2:10]2)[CH:5]=[CH:6][C:7]=1[Cl:8].Cl.[N:36]1([C:41]([NH2:43])=[O:42])[CH2:40][CH2:39][CH2:38][CH2:37]1.[C:44]1([C:50]2([C:56]([OH:58])=[O:57])[CH2:55][CH2:54][NH:53][CH2:52][CH2:51]2)[CH:49]=[CH:48][CH:47]=[CH:46][CH:45]=1>CO.ClCCl>[N:36]1([C:41]([NH2:43])=[O:42])[CH2:40][CH2:39][CH2:38][CH2:37]1.[Cl:1][C:2]1[CH:3]=[C:4]([C@@:9]2([CH2:28][CH2:29][N:53]3[CH2:52][CH2:51][C:50]([C:44]4[CH:45]=[CH:46][CH:47]=[CH:48][CH:49]=4)([C:56]([OH:58])=[O:57])[CH2:55][CH2:54]3)[CH2:13][CH2:12][N:11]([C:14](=[O:27])[C:15]3[CH:20]=[C:19]([O:21][CH3:22])[C:18]([O:23][CH3:24])=[C:17]([O:25][CH3:26])[CH:16]=3)[CH2:10]2)[CH:5]=[CH:6][C:7]=1[Cl:8] |f:1.2.3,4.5,6.7|. Procedure: Prepare by the method of Example 88.6 using (S)-2-[3-(3,4-dichloro-phenyl)-1-(3,4,5-trimethoxy-benzoyl)-pyrrolidin-3-yl]-ethyl-methanesulfonate and 4-phenyl-piperidine-4-carboxylic acid pyrrolidine-amide hydrochloride to give, after chromatography on silica gel eluting sequentially with 1% methanol/dichloromethane, 1.5% methanol/dichloromethane, 2% methanol/dichloromethane, and then 1.5% methanol/dichloromethane, the title compound: Rf =0.27 (silica gel, 6% methanol/dichloromethane). The reactants are CC#N, Cc1ccccc1, ClCc1ccncc1, Cl, c1ccc(P(c2ccccc2)c2ccccc2)cc1. As a reaction SMILES: [CH3:29][C:30]#[N:31].[CH3:32][c:33]1[cH:34][cH:35][cH:36][cH:37][cH:38]1.[Cl:2][CH2:3][c:4]1[cH:5][cH:6][n:7][cH:8][cH:9]1.[ClH:1].[c:10]1([P:16]([c:17]2[cH:18][cH:19][cH:20][cH:21][cH:22]2)[c:23]2[cH:24][cH:25][cH:26][cH:27][cH:28]2)[cH:11][cH:12][cH:13][cH:14][cH:15]1>>[CH2:3]([c:4]1[cH:5][cH:6][n:7][cH:8][cH:9]1)[P+:16]([c:10]1[cH:11][cH:12][cH:13][cH:14][cH:15]1)([c:17]1[cH:18][cH:19][cH:20][cH:21][cH:22]1)[c:23]1[cH:24][cH:25][cH:26][cH:27][cH:28]1.[Cl-:1].[ClH:2]. Product: c1ccc([P+](Cc2ccncc2)(c2ccccc2)c2ccccc2)cc1, [Cl-], Cl. Reactants: [K+], [OH-], CC(C)(CO)NC(=O)c1ccc(OC(F)(F)F)cc1, O=S(Cl)Cl. Yields the product CC1(C)COC(c2ccc(OC(F)(F)F)cc2)=N1. Reaction SMILES: [K+:25].[OH-:24].[OH:1][CH2:2][C:3]([CH3:4])([CH3:5])[NH:6][C:7]([c:8]1[cH:9][cH:10][c:11]([O:14][C:15]([F:16])([F:17])[F:18])[cH:12][cH:13]1)=[O:19].[S:20]([Cl:21])([Cl:22])=[O:23]>>[CH2:2]1[C:3]([CH3:4])([CH3:5])[N:6]=[C:7]([c:8]2[cH:9][cH:10][c:11]([O:14][C:15]([F:16])([F:17])[F:18])[cH:12][cH:13]2)[O:19]1. Starting materials: COC(=O)C(C)Br, Cn1c(C(F)(F)F)cc(=O)n(-c2cc(Oc3cccc(O)c3)c(C#N)cc2F)c1=O, O=C([O-])[O-], CN(C)C=O, [K+], [K+], O. Product: COC(=O)C(C)Oc1cccc(Oc2cc(-n3c(=O)cc(C(F)(F)F)n(C)c3=O)c(F)cc2C#N)c1. RXN SMILES: [Br:37][CH:38]([C:39](=[O:40])[O:41][CH3:42])[CH3:43].[C:1](#[N:2])[c:3]1[c:4]([O:5][c:6]2[cH:7][c:8]([OH:12])[cH:9][cH:10][cH:11]2)[cH:13][c:14](-[n:18]2[c:19](=[O:30])[n:20]([CH3:29])[c:21]([C:25]([F:26])([F:27])[F:28])[cH:22][c:23]2=[O:24])[c:15]([F:17])[cH:16]1.[C:31](=[O:32])([O-:33])[O-:34].[CH3:45][N:46]([CH3:47])[CH:48]=[O:49].[K+:35].[K+:36].[OH2:44]>>[C:1](#[N:2])[c:3]1[c:4]([O:5][c:6]2[cH:7][c:8]([O:12][CH:38]([C:39](=[O:40])[O:41][CH3:42])[CH3:43])[cH:9][cH:10][cH:11]2)[cH:13][c:14](-[n:18]2[c:19](=[O:30])[n:20]([CH3:29])[c:21]([C:25]([F:26])([F:27])[F:28])[cH:22][c:23]2=[O:24])[c:15]([F:17])[cH:16]1. Reactants: O=C(O)c1cc(Br)c(Br)o1, Cl, [NH4+], [OH-], O, [Zn]. Product: O=C(O)c1cc(Br)co1. Reaction SMILES: [Br:1][c:2]1[cH:3][c:4]([C:8](=[O:9])[OH:10])[o:5][c:6]1[Br:7].[ClH:13].[NH4+:11].[OH-:12].[OH2:15].[Zn:14]>>[Br:1][c:2]1[cH:3][c:4]([C:8](=[O:9])[OH:10])[o:5][cH:6]1. The reactants are CC(=O)COc1ccc2c(c1)C(=O)NC(C)(C)O2, CO, CC(C)O, [H][H], NCc1ccccc1, O=S(=O)(O)O. Product: CC(COc1ccc2c(c1)C(=O)NC(C)(C)O2)NCc1ccccc1. Reaction SMILES: [CH3:1][C:2]1([CH3:18])[O:3][c:4]2[c:5]([cH:9][c:10]([O:13][CH2:14][C:15]([CH3:16])=[O:17])[cH:11][cH:12]2)[C:6](=[O:8])[NH:7]1.[CH3:34][OH:35].[CH:36]([OH:37])([CH3:38])[CH3:39].[H:32][H:33].[NH2:19][CH2:20][c:21]1[cH:22][cH:23][cH:24][cH:25][cH:26]1.[S:27](=[O:28])(=[O:29])([OH:30])[OH:31]>>[CH3:1][C:2]1([CH3:18])[O:3][c:4]2[c:5]([cH:9][c:10]([O:13][CH2:14][CH:15]([CH3:16])[NH:19][CH2:20][c:21]3[cH:22][cH:23][cH:24][cH:25][cH:26]3)[cH:11][cH:12]2)[C:6](=[O:8])[NH:7]1. Starting materials: O (water), [N+](=O)([O-])C1=C(C=CC(=C1)OC1=CC=CC=C1)O (2-nitro-4-phenoxyphenol). Reagents/catalysts: [Pd] (Palladium on carbon). The solvent is CO (MeOH). Reaction conditions: time 8 hour. The product is NC1=C(C=CC(=C1)OC1=CC=CC=C1)O (2-amino-4-phenoxyphenol). As a reaction SMILES: O.[N+:2]([C:5]1[CH:10]=[C:9]([O:11][C:12]2[CH:17]=[CH:16][CH:15]=[CH:14][CH:13]=2)[CH:8]=[CH:7][C:6]=1[OH:18])([O-])=O>[Pd].CO>[NH2:2][C:5]1[CH:10]=[C:9]([O:11][C:12]2[CH:17]=[CH:16][CH:15]=[CH:14][CH:13]=2)[CH:8]=[CH:7][C:6]=1[OH:18]. Reported procedure: 10% Palladium on carbon, 50% water wet (1.43 g, 1.34 mmol) and 2-nitro-4-phenoxyphenol (3.10 g, 13.4 mmol) were combined under nitrogen and 30 mL MeOH was added. The mixture was exposed to H2 from a balloon and was stirred rapidly overnight. In the morning the reaction was flushed with nitrogen and filtered and concentrated in vacuo to give 2-amino-4-phenoxyphenol as a light brown solid. MS (ESI) m/z: Calculated: 201.1; Observed: 202.1 (M++1). The reactants are O=C(O)c1ccc(C(F)(F)F)cc1-c1ccccc1, NC1CCCC1N1CCCC1. Yields the product O=C(NC1CCCC1N1CCCC1)c1ccc(C(F)(F)F)cc1-c1ccccc1. RXN SMILES: [F:12][C:13]([c:14]1[cH:15][cH:16][c:17]([C:26](=[O:27])[OH:28])[c:18](-[c:20]2[cH:21][cH:22][cH:23][cH:24][cH:25]2)[cH:19]1)([F:29])[F:30].[N:1]1([CH:6]2[CH:7]([NH2:11])[CH2:8][CH2:9][CH2:10]2)[CH2:2][CH2:3][CH2:4][CH2:5]1>>[N:1]1([CH:6]2[CH:7]([NH:11][C:26]([c:17]3[cH:16][cH:15][c:14]([C:13]([F:12])([F:29])[F:30])[cH:19][c:18]3-[c:20]3[cH:21][cH:22][cH:23][cH:24][cH:25]3)=[O:27])[CH2:8][CH2:9][CH2:10]2)[CH2:2][CH2:3][CH2:4][CH2:5]1. The reactants are CC1(OCC(O1)C(=O)O)C (2,2-dimethyl-1,3-dioxolane-4-carboxylic acid), [Ca] (calcium), sodium salts. Yields the product CC1(OCC(O1)C(=O)[O-])C.[Ca+2].CC1(OCC(O1)C(=O)[O-])C (calcium 2,2-dimethyl-1,3-dioxolane-4-carboxylate). RXN SMILES: [CH3:1][C:2]1([CH3:10])[O:6][CH:5]([C:7]([OH:9])=[O:8])[CH2:4][O:3]1.[Ca:11]>>[CH3:1][C:2]1([CH3:10])[O:6][CH:5]([C:7]([O-:9])=[O:8])[CH2:4][O:3]1.[Ca+2:11].[CH3:1][C:2]1([CH3:10])[O:6][CH:5]([C:7]([O-:9])=[O:8])[CH2:4][O:3]1 |f:2.3.4|. Reported procedure: In the second mother liquor there was left 54 g of 2,2-dimethyl-1,3-dioxolane-4-carboxylic acid (14% e.e. in R-form) as a mixture of its calcium and sodium salts.